This data is from the Open Reaction Database (ORD), a public repository of structured organic reaction records. The task is: describe an organic reaction: reactants, conditions, products, and yield The reactants are COC(=O)C1=CC=C2CCCC(C2=C1)=O (1-tetralon-7-carboxylic acid methyl ester), C[Si](C)(C)C#N (trimethylsilylcyanide), P(=O)(Cl)(Cl)Cl (phosphorous oxychloride), N1=CC=CC=C1 (pyridine). Reagents/catalysts: [I-].[Zn+2].[I-] (zinc iodide). The solvent is C1=CC=CC=C1 (benzene). Product: C(#N)C1=CCCC=2C=CC(=CC12)C(=O)OC (methyl 8-cyano-5,6-dihydro-2-naphthoate). The yield is 47.1%. RXN SMILES: [CH3:1][O:2][C:3]([C:5]1[CH:14]=[C:13]2[C:8]([CH2:9][CH2:10][CH2:11][C:12]2=O)=[CH:7][CH:6]=1)=[O:4].C[Si]([C:20]#[N:21])(C)C.N1C=CC=CC=1.P(Cl)(Cl)(Cl)=O>C1C=CC=CC=1.[I-].[Zn+2].[I-]>[C:20]([C:12]1[C:13]2[CH:14]=[C:5]([C:3]([O:2][CH3:1])=[O:4])[CH:6]=[CH:7][C:8]=2[CH2:9][CH2:10][CH:11]=1)#[N:21] |f:5.6.7|. Procedure: Part B--A solution of 1-tetralon-7-carboxylic acid methyl ester (3.50 g, 0.017 mol), trimethylsilylcyanide (1.98 g, 0.02 mol) and zinc iodide (0.10 g) in benzene (20 mL) was stirred at ambient temperature over 15 hours. Then added, sequentially and dropwise, was pyridine (20 mL) and phosphorous oxychloride (4.0 mL, 6.55 g, 0.0425 mol). The reaction mixture was stirred at reflux over 1 hour then evaporated to dryness under reduced pressure. The residue was taken up in chloroform, backwashed with ... Starting materials: C1(CCCCC1)C1=NN(C=2N=C(NC(C21)=O)C2=CC=C(C=C2)S(=O)(=O)Cl)C (4-(3-Cyclohexyl-1-methyl-4-oxo-4,5-dihydro-1H-pyrazolo[3,4-d]pyrimidin-6-yl)benzenesulfonyl chloride), N1CCNCCC1 (homopiperazine). Yields the product C1(CCCCC1)C1=NN(C=2N=C(NC(C21)=O)C2=CC=C(C=C2)S(=O)(=O)N2CCNCCC2)C (3-Cyclohexyl-6-[4-(1,4-diazepan-1-ylsulfonyl)phenyl]-1-methyl-1,5-dihydro-4H-pyrazolo[3,4-d]pyrimidin-4-one). Isolated yield 37.0%. As a reaction SMILES: [CH:1]1([C:7]2[C:15]3[C:14](=[O:16])[NH:13][C:12]([C:17]4[CH:22]=[CH:21][C:20]([S:23](Cl)(=[O:25])=[O:24])=[CH:19][CH:18]=4)=[N:11][C:10]=3[N:9]([CH3:27])[N:8]=2)[CH2:6][CH2:5][CH2:4][CH2:3][CH2:2]1.[NH:28]1[CH2:34][CH2:33][CH2:32][NH:31][CH2:30][CH2:29]1>>[CH:1]1([C:7]2[C:15]3[C:14](=[O:16])[NH:13][C:12]([C:17]4[CH:22]=[CH:21][C:20]([S:23]([N:28]5[CH2:34][CH2:33][CH2:32][NH:31][CH2:30][CH2:29]5)(=[O:25])=[O:24])=[CH:19][CH:18]=4)=[N:11][C:10]=3[N:9]([CH3:27])[N:8]=2)[CH2:6][CH2:5][CH2:4][CH2:3][CH2:2]1. Procedure details: The same reaction procedure as in Example 49 was performed, except that the compound obtained in Example 181 was used in place of the compound obtained in Example 48, and homopiperazine was used in place of N-methylpiperazine. In this manner, 64 mg (37%) of the captioned compound was obtained. Reactants: Cc1cccc(C)c1N1CCNCC1, FC(F)(F)c1nnc2ccc(Cl)nn12. Product: Cc1cccc(C)c1N1CCN(c2ccc3nnc(C(F)(F)F)n3n2)CC1. RXN SMILES: [CH3:1][c:2]1[c:3]([N:9]2[CH2:10][CH2:11][NH:12][CH2:13][CH2:14]2)[c:4]([CH3:8])[cH:5][cH:6][cH:7]1.[Cl:15][c:16]1[cH:17][cH:18][c:19]2[n:20]([n:21]1)[c:22]([C:25]([F:26])([F:27])[F:28])[n:23][n:24]2>>[CH3:1][c:2]1[c:3]([N:9]2[CH2:10][CH2:11][N:12]([c:16]3[cH:17][cH:18][c:19]4[n:20]([n:21]3)[c:22]([C:25]([F:26])([F:27])[F:28])[n:23][n:24]4)[CH2:13][CH2:14]2)[c:4]([CH3:8])[cH:5][cH:6][cH:7]1. Starting materials: FC1=C(C=C(C=C1)C)C=1C=NC(=NC1)N1C=C(C2=CC=C(C=C12)C(=O)N(CC(=O)NC)C)SC (1-(5-(2-Fluoro-5-methylphenyl)pyrimidin-2-yl)-N-methyl-N-(2-(methylamino)-2-oxoethyl)-3-(methylthio)-1H-indole-6-carboxamide), ClC=1C=C(C(=O)OO)C=CC1 (m-chloroperoxybenzoic acid). Run in ClCCl (dichloromethane). Yields the product FC1=C(C=C(C=C1)C)C=1C=NC(=NC1)N1C=C(C2=CC=C(C=C12)C(=O)N(CC(=O)NC)C)S(=O)C (1-(5-(2-Fluoro-5-methylphenyl)pyrimidin-2-yl)-N-methyl-N-(2-(methylamino)-2-oxoethyl)-3-(methylsulfinyl)-1H-indole-6-carboxamide). Reaction SMILES: [F:1][C:2]1[CH:7]=[CH:6][C:5]([CH3:8])=[CH:4][C:3]=1[C:9]1[CH:10]=[N:11][C:12]([N:15]2[C:23]3[C:18](=[CH:19][CH:20]=[C:21]([C:24]([N:26]([CH3:32])[CH2:27][C:28]([NH:30][CH3:31])=[O:29])=[O:25])[CH:22]=3)[C:17]([S:33][CH3:34])=[CH:16]2)=[N:13][CH:14]=1.ClC1C=C(C=CC=1)C(OO)=[O:40]>ClCCl>[F:1][C:2]1[CH:7]=[CH:6][C:5]([CH3:8])=[CH:4][C:3]=1[C:9]1[CH:10]=[N:11][C:12]([N:15]2[C:23]3[C:18](=[CH:19][CH:20]=[C:21]([C:24]([N:26]([CH3:32])[CH2:27][C:28]([NH:30][CH3:31])=[O:29])=[O:25])[CH:22]=3)[C:17]([S:33]([CH3:34])=[O:40])=[CH:16]2)=[N:13][CH:14]=1. Procedure: Oxidation of 304d) (0.1 g, 0.209 mmol) with m-chloroperoxybenzoic acid (77%, 0.038 g, 0.167 mmol) in dichloromethane (10 mL). White solid. Yield: 0.065 g (63% of theory)